This data is from the Open Reaction Database (ORD), a public repository of structured organic reaction records. The task is: describe an organic reaction: reactants, conditions, products, and yield Reactants: CC1=C(OCC2CN=C(O2)N)C=CC=C1 (5-[(2-methylphenoxy)methyl]-4,5-dihydro-oxazol-2-ylamine), CC(=O)C (acetone). Reaction conditions: time 48 hour. Yields the product C(CC)NC=1OC(CN1)COC1=C(C=CC=C1)C (N-n-PROPYL-N-[5-(2-METHYLPHENOXY)METHYL-4,5-DIHYDRO-OXAZOL-2-YL]AMINE). As a reaction SMILES: [CH3:1][C:2]1[CH:15]=[CH:14][CH:13]=[CH:12][C:3]=1[O:4][CH2:5][CH:6]1[O:10][C:9]([NH2:11])=[N:8][CH2:7]1.[CH3:16][C:17]([CH3:19])=O>>[CH2:16]([NH:11][C:9]1[O:10][CH:6]([CH2:5][O:4][C:3]2[CH:12]=[CH:13][CH:14]=[CH:15][C:2]=2[CH3:1])[CH2:7][N:8]=1)[CH2:17][CH3:19]. Reported procedure: In a reactor are introduced 0,01 mol of 5-[(2-methylphenoxy)methyl]-4,5-dihydro-oxazol-2-ylamine and 100 ml of acetone. Once dissolution is complete, 0,005 mol of 1-bromopropyl are added and the whole is heated to ebullition during 48 hours. After filtering off the formed solid and evaporating the solvent, the crude desired product is purified by separation by column chromatography (eluent: chloroform/ammonia, 95:5). Reactants: COC=1C=CC(=C(C1)N)C1CC2=CC=C(C=C2CC1)OC (5-methoxy-2-(6-methoxy-1,2,3,4-tetrahydronaphthalen-2-yl)phenylamine), BrC1=CC(=C(OCCN(C(C)C)C(C)C)C=C1)F ([2-(4-bromo-2-fluorophenoxy)ethyl]diisopropylamine), C(C)(C)N(CCOC1=C(C=C(C=C1)NC1=C(C=CC(=C1)OC)C1CC2=CC=C(C=C2CC1)OC)F)C(C)C ([4-(2-diisopropylaminoethoxy)-3-fluorophenyl][5-methoxy-2-(6-methoxy-1,2,3,4-tetrahydronaphthalen-2-yl)phenyl]amine). Product: C(C)(C)N(CCOC1=C(C=C(C=C1)NC1=C(C=CC(=C1)O)C1CC=2C=CC(=CC2CC1)O)F)C(C)C (6-{2-[4-(2-Diisopropylaminoethoxy)-3-fluorophenylamino]-4-hydroxyphenyl}-5,6,7,8-tetrahydronaphthalen-2-ol). Yield: 22.3%. As a reaction SMILES: COC1C=CC(C2CCC3C(=CC=C(OC)C=3)C2)=C(N)C=1.BrC1C=CC(OCCN(C(C)C)C(C)C)=C(F)C=1.[CH:40]([N:43]([CH:75]([CH3:77])[CH3:76])[CH2:44][CH2:45][O:46][C:47]1[CH:52]=[CH:51][C:50]([NH:53][C:54]2[CH:59]=[C:58]([O:60]C)[CH:57]=[CH:56][C:55]=2[CH:62]2[CH2:71][CH2:70][C:69]3[C:64](=[CH:65][CH:66]=[C:67]([O:72]C)[CH:68]=3)[CH2:63]2)=[CH:49][C:48]=1[F:74])([CH3:42])[CH3:41]>>[CH:75]([N:43]([CH:40]([CH3:42])[CH3:41])[CH2:44][CH2:45][O:46][C:47]1[CH:52]=[CH:51][C:50]([NH:53][C:54]2[CH:59]=[C:58]([OH:60])[CH:57]=[CH:56][C:55]=2[CH:62]2[CH2:71][CH2:70][C:69]3[CH:68]=[C:67]([OH:72])[CH:66]=[CH:65][C:64]=3[CH2:63]2)=[CH:49][C:48]=1[F:74])([CH3:76])[CH3:77]. Procedure details: Synthesized from 5-methoxy-2-(6-methoxy-1,2,3,4-tetrahydronaphthalen-2-yl)phenylamine and [2-(4-bromo-2-fluorophenoxy)ethyl]diisopropylamine according to an analogous synthetic method to Example 116, [4-(2-diisopropylaminoethoxy)-3-fluorophenyl][5-methoxy-2-(6-methoxy-1,2,3,4-tetrahydronaphthalen-2-yl)phenyl]amine (133 mg) was used according to an analogous synthetic method to Example 111 to provide the title compound (28 mg).